This data is from the Open Reaction Database (ORD), a public repository of structured organic reaction records. The task is: describe an organic reaction: reactants, conditions, products, and yield Starting materials: ClCC1=CC(=CS1)C(=O)OC (methyl 5-(chloromethyl)-3-thiophenecarboxylate), CNC (dimethylamine). Solvent: C(C)OCC (diethylether). Yields the product CN(C)CC1=CC(=CS1)C(=O)OC (Methyl 5-(dimethylaminomethyl)-3-thiophene carboxylate). As a reaction SMILES: Cl[CH2:2][C:3]1[S:7][CH:6]=[C:5]([C:8]([O:10][CH3:11])=[O:9])[CH:4]=1.[CH3:12][NH:13][CH3:14]>C(OCC)C>[CH3:12][N:13]([CH2:2][C:3]1[S:7][CH:6]=[C:5]([C:8]([O:10][CH3:11])=[O:9])[CH:4]=1)[CH3:14]. Procedure details: A solution of methyl 5-(chloromethyl)-3-thiophenecarboxylate (1.9 g) in dry diethylether (100 ml) was treated with anhydrous dimethylamine (5 ml). After 6 hours the solvent was removed in vacuo and the residue was dissolved in 5M hydrochloric acid (20 ml). The aqueous solution was washed with diethylether, basified with 5M sodium hydroxide (30 ml) and extracted with ether. The ethereal extracts were evaporated to give an oily residue which was distilled to yield the title compound as a colourles... Reactants: CN(C)CC1=CC=CC(=N1)Cl (6-dimethylaminomethyl-2-chloropyridine), Cl.NCCS (Cysteamine hydrochloride), [H-].[Na+] (sodium hydride), oil. Run in CN(C=O)C (dimethylformamide), CN(C=O)C (dimethylformamide), C(C)O (ethanol). Run at temperature 80 celsius. Product: CN(C)CC1=CC=CC(=N1)SCCN (2-(6-Dimethylaminomethyl-2-pyridylthio)ethylamine). Isolated yield 44.2%. RXN SMILES: Cl.[NH2:2][CH2:3][CH2:4][SH:5].[H-].[Na+].[CH3:8][N:9]([CH2:11][C:12]1[N:17]=[C:16](Cl)[CH:15]=[CH:14][CH:13]=1)[CH3:10]>CN(C)C=O.C(O)C>[CH3:8][N:9]([CH2:11][C:12]1[N:17]=[C:16]([S:5][CH2:4][CH2:3][NH2:2])[CH:15]=[CH:14][CH:13]=1)[CH3:10] |f:0.1,2.3|. Procedure details: Cysteamine hydrochloride (3.43 g, 0.030 mol) is added to a suspension of 60% sodium hydride in mineral oil (2.5 g, 0.0625 mol) in dry dimethylformamide (30 ml) and is warmed to 80° C. A solution of 6-dimethylaminomethyl-2-chloropyridine (5.0 g, 029.4 mol) in 30 ml of dry dimethylformamide is added dropwise and the reaction temperature is increased to 125° C. for 2 hours. The reaction is cooled, diluted with ethanol (60 ml) and the salts are removed by filtration before evaporating to dryness. Th... Reactants: C, COC(=O)c1ccc([N+](=O)[O-])c(NC2CCN(Cc3ccccc3)CC2)c1, CO, C1CCOC1, [Pt]. The product is COC(=O)c1ccc(N)c(NC2CCN(Cc3ccccc3)CC2)c1. As a reaction SMILES: [C:33].[CH2:1]([c:2]1[cH:3][cH:4][cH:5][cH:6][cH:7]1)[N:8]1[CH2:9][CH2:10][CH:11]([NH:14][c:15]2[cH:16][c:17]([C:18](=[O:19])[O:20][CH3:21])[cH:22][cH:23][c:24]2[N+:25]([O-:26])=[O:27])[CH2:12][CH2:13]1.[CH3:35][OH:36].[O:28]1[CH2:29][CH2:30][CH2:31][CH2:32]1.[Pt:34]>>[CH2:1]([c:2]1[cH:3][cH:4][cH:5][cH:6][cH:7]1)[N:8]1[CH2:9][CH2:10][CH:11]([NH:14][c:15]2[cH:16][c:17]([C:18](=[O:19])[O:20][CH3:21])[cH:22][cH:23][c:24]2[NH2:25])[CH2:12][CH2:13]1. Reactants: ClC1=C(C=C2C(C(=CN(C2=N1)C1=CC=CC=C1)C(=O)O)=O)F (7-chloro-1-phenyl-6-fluoro-1,4-dihydro-4-oxo-1,8-naphthyridine-3-carboxylic acid), C(C)(=O)N1CCNCC1 (N-acetylpiperazine), compound ( I ), 1(c), C(Cl)Cl (methylene chloride). The solvent is C(C)N(CC)CC (triethylamine). The product is C1(=CC=CC=C1)N1C=C(C(C2=CC(=C(N=C12)N1CCNCC1)F)=O)C(=O)O (1-Phenyl-6-fluoro-1,4-dihydro-4-oxo-7-(1-piperazinyl)-1,8-naphthyridine-3-carboxylic acid). RXN SMILES: Cl[C:2]1[N:11]=[C:10]2[C:5]([C:6](=[O:21])[C:7]([C:18]([OH:20])=[O:19])=[CH:8][N:9]2[C:12]2[CH:17]=[CH:16][CH:15]=[CH:14][CH:13]=2)=[CH:4][C:3]=1[F:22].C(Cl)Cl.C([N:29]1[CH2:34][CH2:33][NH:32][CH2:31][CH2:30]1)(=O)C>C(N(CC)CC)C>[C:12]1([N:9]2[C:10]3[C:5](=[CH:4][C:3]([F:22])=[C:2]([N:29]4[CH2:34][CH2:33][NH:32][CH2:31][CH2:30]4)[N:11]=3)[C:6](=[O:21])[C:7]([C:18]([OH:20])=[O:19])=[CH:8]2)[CH:17]=[CH:16][CH:15]=[CH:14][CH:13]=1. Reported procedure: Alternately, the title compound is prepared as follows: To a solution of 1.6 g. of compound (III) (R1 =C2H5, R=phenyl, X=Cl) (product of 1(c) in 50 ml. of methylene chloride is added 1 ml. of triethylamine and 710 mg. of N-acetylpiperazine. After heating for 2 hours, the solvent is washed with 50 ml. of 1N HCl solution and then with water. The methylene chloride solution is dried and evaporated to dryness, yielding 2.1 g. of compound (I) ##STR14## Starting materials: C(C1=CC=CC=C1)([O-])=N (benzimidate), N (ammonia), Cl (Hydrogen chloride), 4L, C(#N)C1=C(C=CC=C1)C=CC1=CC=CC=C1 (cyanostilbene), 3092g, Cl.C(C)OC(C1=CC=C(C=C1)C=CC1=CC=CC=C1)=N (ethyl-4-styrylbenzimidate hydrochloride). Solvent: CO (methanol), C1=CC=CC=C1 (benzene), C(C)O (ethanol). Conditions: temperature 100 celsius. Product: Cl.C(=CC1=CC=CC=C1)C1=CC=C(C(=N)N)C=C1 (4-styrylbenzamidine hydrochloride). RXN SMILES: [ClH:1].C(C1C=CC=CC=1C=CC1C=CC=CC=1)#[N:3].Cl.C(O[C:22](=[NH:37])[C:23]1[CH:28]=[CH:27][C:26]([CH:29]=[CH:30][C:31]2[CH:36]=[CH:35][CH:34]=[CH:33][CH:32]=2)=[CH:25][CH:24]=1)C.C(=N)([O-])C1C=CC=CC=1.N>CO.C(O)C.C1C=CC=CC=1>[ClH:1].[CH:29]([C:26]1[CH:25]=[CH:24][C:23]([C:22]([NH2:37])=[NH:3])=[CH:28][CH:27]=1)=[CH:30][C:31]1[CH:32]=[CH:33][CH:34]=[CH:35][CH:36]=1 |f:2.3,9.10|. Reported procedure: Hydrogen chloride is bubbled through a mixture of 4L -cyanostilbene (13.5 g., 0.065 mole), obtained according to the method of Belgian Patent 641,415 (Chem. Abs. 63: 3092g (1965)), in 35 ml. of dry benzene and 17.5 ml. of absolute ethanol at 0° to 5° C. for a period of 3 hr. The reaction is maintained at 0° to 5° C. for 48 hr. and the solvent and excess hydrogen chloride removed under reduced pressure. The residue stirred with 50 ml. of dry benzene and collected provides 13.0 g. of ethyl-4-styry... Starting materials: BrC=1SC=CC1 (2-bromothiophene), ClC(C(=O)OCC)=O (ethyl 2-chloro-2-oxoacetate), [Cl-].[Cl-].[Cl-].[Al+3] (aluminum trichloride). Run in ClCCl (dichloromethane), ClCCl (dichloromethane). Run at time 10 minute. Product: BrC1=CC=C(S1)C(C(=O)OCC)=O (ethyl 2-(5-bromothiophen-2-yl)-2-oxoacetate). Yield: 25.8%. As a reaction SMILES: [Br:1][C:2]1[S:3][CH:4]=[CH:5][CH:6]=1.Cl[C:8](=[O:14])[C:9]([O:11][CH2:12][CH3:13])=[O:10].[Cl-].[Cl-].[Cl-].[Al+3]>ClCCl>[Br:1][C:2]1[S:3][C:4]([C:8](=[O:14])[C:9]([O:11][CH2:12][CH3:13])=[O:10])=[CH:5][CH:6]=1 |f:2.3.4.5|. Procedure: To a solution of 2-bromothiophene (10 mL, 103.3 mmol, 1.0 eq) in dichloromethane (200 mL) was added ethyl 2-chloro-2-oxoacetate (13.8 mL, 123.9 mmol, 1.2 eq) and aluminum trichloride (16.5 g, 123.9 mmol, 1.2 eq) at 0° C. After stirring for 10 minutes, the reaction mixture was diluted with dichloromethane and poured into ice. The combined organic phase was washed (brine), dried (MgSO4), filtered and concentrated to give a residue, the residue was purified by silica gel column chromatography to yi... Starting materials: BrCc1ccccc1, CC(C)(C)OC(=O)N1CCN(c2cccc3c2COC(=O)N3)CC1, CN(C)C=O, [H-], [Na+]. Product: CC(C)(C)OC(=O)N1CCN(c2cccc3c2COC(=O)N3Cc2ccccc2)CC1. Reaction SMILES: [Br:27][CH2:28][c:29]1[cH:30][cH:31][cH:32][cH:33][cH:34]1.[C:1]([CH3:2])([CH3:3])([CH3:4])[O:5][C:6](=[O:7])[N:8]1[CH2:9][CH2:10][N:11]([c:14]2[cH:15][cH:16][cH:17][c:18]3[c:23]2[CH2:22][O:21][C:20](=[O:24])[NH:19]3)[CH2:12][CH2:13]1.[CH3:35][N:36]([CH3:37])[CH:38]=[O:39].[H-:25].[Na+:26]>>[C:1]([CH3:2])([CH3:3])([CH3:4])[O:5][C:6](=[O:7])[N:8]1[CH2:9][CH2:10][N:11]([c:14]2[cH:15][cH:16][cH:17][c:18]3[c:23]2[CH2:22][O:21][C:20](=[O:24])[N:19]3[CH2:28][c:29]2[cH:30][cH:31][cH:32][cH:33][cH:34]2)[CH2:12][CH2:13]1. Reactants: CO, CCOC(=O)C(=C(c1ccccc1)C1CC1)c1ccc(OCOC)cc1, Cl, [Na+], [OH-]. The product is COCOc1ccc(C(C(=O)O)=C(c2ccccc2)C2CC2)cc1. As a reaction SMILES: [CH3:30][OH:31].[CH:1]1([C:4](=[C:5]([C:6](=[O:7])[O:8][CH2:9][CH3:10])[c:11]2[cH:12][cH:13][c:14]([O:17][CH2:18][O:19][CH3:20])[cH:15][cH:16]2)[c:21]2[cH:22][cH:23][cH:24][cH:25][cH:26]2)[CH2:2][CH2:3]1.[ClH:29].[Na+:28].[OH-:27]>>[CH:1]1([C:4](=[C:5]([C:6](=[O:7])[OH:8])[c:11]2[cH:12][cH:13][c:14]([O:17][CH2:18][O:19][CH3:20])[cH:15][cH:16]2)[c:21]2[cH:22][cH:23][cH:24][cH:25][cH:26]2)[CH2:2][CH2:3]1.